From a dataset of the Open Reaction Database (ORD), a public repository of structured organic reaction records. describe an organic reaction: reactants, conditions, products, and yield As a reaction SMILES: [CH:1]1([C:6](=[O:7])[OH:8])[CH2:2][CH2:3][CH2:4][CH2:5]1.[Cl:38][CH2:39][Cl:40].[F:9][c:10]1[cH:11][cH:12][c:13](-[n:16]2[n:17][cH:18][c:19]3[cH:20][c:21]([O:25][CH:26]([CH:27]([CH3:28])[NH2:29])[c:30]4[cH:31][c:32]([O:36][CH3:37])[cH:33][cH:34][cH:35]4)[cH:22][cH:23][c:24]23)[cH:14][cH:15]1>>[CH:1]1([C:6](=[O:8])[NH:29][CH:27]([CH:26]([O:25][c:21]2[cH:20][c:19]3[cH:18][n:17][n:16](-[c:13]4[cH:12][cH:11][c:10]([F:9])[cH:15][cH:14]4)[c:24]3[cH:23][cH:22]2)[c:30]2[cH:31][c:32]([O:36][CH3:37])[cH:33][cH:34][cH:35]2)[CH3:28])[CH2:2][CH2:3][CH2:4][CH2:5]1. The product is COc1cccc(C(Oc2ccc3c(cnn3-c3ccc(F)cc3)c2)C(C)NC(=O)C2CCCC2)c1. Reactants: O=C(O)C1CCCC1, ClCCl, COc1cccc(C(Oc2ccc3c(cnn3-c3ccc(F)cc3)c2)C(C)N)c1.